This data is from the Open Reaction Database (ORD), a public repository of structured organic reaction records. The task is: describe an organic reaction: reactants, conditions, products, and yield Starting materials: [Cl-].[Ca+2].[Cl-] (Calcium chloride), C([C@@H](O)CC(=O)[O-])(=O)[O-].[Na+].[Na+] (sodium L-malate). Yields the product C([C@@H](O)CC(=O)O)(=O)O (L-malic acid). Reaction SMILES: [Cl-].[Ca+2].[Cl-].[C:4]([O-:12])(=[O:11])[C@H:5]([CH2:7][C:8]([O-:10])=[O:9])[OH:6].[Na+].[Na+]>>[C:4]([OH:12])(=[O:11])[C@H:5]([CH2:7][C:8]([OH:10])=[O:9])[OH:6] |f:0.1.2,3.4.5|. Reported procedure: A reaction solution containing maleic acid (116 g) and 5N sodium hydroxide (200 ml) (having a total volume of 1,000 ml by adding water), which had been previously subjected to N2 substitution by carrying out agitation while blowing N2 gas in it for 30 minutes, was transferred into a jar fermenter having a volume of 3 L. The microbial cells of the both species (IFO 12669 strain: 20 g, AB-41 strain: 50 g), which had been recovered in Example 1 and in the item (1) described above, were added theret... Starting materials: C(C)OC(C(\C=C(\CP(=O)(OCC)OCC)/CC1=CC=CC=C1)NC=O)=O (E-2-formylamino-4-benzyl-5-diethylphosphono-3-pentenoic acid ethyl ester). Solvent: Cl (hydrochloric acid). Yields the product NC(C(=O)O)\C=C(\CP(=O)(O)O)/CC1=CC=CC=C1 (E-2-amino-4-benzyl-5-phosphono-3-pentenoic acid). RXN SMILES: C([O:3][C:4](=[O:27])[CH:5]([NH:24]C=O)/[CH:6]=[C:7](\[CH2:17][C:18]1[CH:23]=[CH:22][CH:21]=[CH:20][CH:19]=1)/[CH2:8][P:9]([O:14]CC)([O:11]CC)=[O:10])C>Cl>[NH2:24][CH:5](/[CH:6]=[C:7](\[CH2:17][C:18]1[CH:23]=[CH:22][CH:21]=[CH:20][CH:19]=1)/[CH2:8][P:9]([OH:14])([OH:11])=[O:10])[C:4]([OH:27])=[O:3]. Reported procedure: 0.44 g of E-2-formylamino-4-benzyl-5-diethylphosphono-3-pentenoic acid ethyl ester are dissolved in 8 ml of 4.5N hydrochloric acid and heated at 85° for 48 hours. After concentration in vacuo, the residue is dissolved in a small amount of ethanol and 1 ml of ethanol/propylene oxide(1:1) is added dropwise thereto. The resulting white precipitate is filtered off and, after recrystallisation from water, E-2-amino-4-benzyl-5-phosphono-3-pentenoic acid is obtained in the form ofcolourless needles, m.... Starting materials: CC(=O)OC(C)=O, CNC(=NC#N)NCCSCc1csc(NC(=N)N)n1, O, c1ccncc1. The product is CNC(=NC#N)NCCSCc1csc(NC(N)=NC(C)=O)n1. Reaction SMILES: [CH3:1][C:2]([O:3][C:5]([CH3:6])=[O:7])=[O:4].[NH:8]([C:9](=[NH:10])[NH2:11])[c:12]1[s:13][cH:14][c:15]([CH2:17][S:18][CH2:19][CH2:20][NH:21][C:22](=[N:23][C:24]#[N:25])[NH:26][CH3:27])[n:16]1.[OH2:34].[cH:28]1[cH:29][cH:30][n:31][cH:32][cH:33]1>>[C:5]([CH3:6])(=[O:7])[N:10]=[C:9]([NH:8][c:12]1[s:13][cH:14][c:15]([CH2:17][S:18][CH2:19][CH2:20][NH:21][C:22](=[N:23][C:24]#[N:25])[NH:26][CH3:27])[n:16]1)[NH2:11]. The reactants are compound ( IV ), Na, CO (methyl alcohol), O (water), C[O-].[Na+] (sodium methoxide), C1(=CC=CC=C1)C (toluene). Product: COC[C@@H]1CC[C@H](CC1)C1=CC=CC=C1 (trans-4-methyloxymethyl-1-phenylcyclohexane). RXN SMILES: [CH3:1][OH:2].C[O-].[Na+].O.[C:7]1([CH3:13])[CH:12]=[CH:11][CH:10]=[CH:9][CH:8]=1>>[CH3:1][O:2][CH2:13][C@H:7]1[CH2:12][CH2:11][C@H:10]([C:7]2[CH:12]=[CH:11][CH:10]=[CH:9][CH:8]=2)[CH2:9][CH2:8]1 |f:1.2|. Reported procedure: Slices of metal Na (17.4 g, 0.755 mol) were added in small portions to methyl alcohol (250 ml) agitated at room temperature to prepare sodium methoxide. After metal Na pieces disappeared, a solution obtained by dissolving the compound (IV) (200.0 g, 0.581 mol) obtained above, in dry toluene (600 ml), was gradually added through a dropping funnel so that the inner temperature could keep within a range of 50° to 60° C. After completion of the addition, the mixture was refluxed for 4 hours, followe... Reactants: COC(C1=C(C=CC=C1)SCC)=O (methyl-2-(ethylthio)benzoate), [H-].[H-].[H-].[H-].[Li+].[Al+3] (LAH), solution, O (water). The solvent is C1CCOC1 (THF), C1CCOC1 (THF), C1CCOC1 (THF), CCOC(=O)C (EtOAc). Reaction conditions: time 8 hour. The product is C(C)SC1=C(CO)C=CC=C1 (2-(Ethylthio)benzyl alcohol). Reaction SMILES: C[O:2][C:3](=O)[C:4]1[CH:9]=[CH:8][CH:7]=[CH:6][C:5]=1[S:10][CH2:11][CH3:12].[H-].[H-].[H-].[H-].[Li+].[Al+3].O>C1COCC1.CCOC(C)=O>[CH2:11]([S:10][C:5]1[CH:6]=[CH:7][CH:8]=[CH:9][C:4]=1[CH2:3][OH:2])[CH3:12] |f:1.2.3.4.5.6|. Procedure details: A solution of methyl-2-(ethylthio)benzoate (5.0 g, 25.5 mmol) in dry THF (67 mL) was added to a stirred solution of LAH (17.5 mL of a 1.0 M solution in THF) in an additional 50 mL dry THF at 0° C. under Ar. The reaction was allowed to warm to room temperature while stirring overnight. The resulting clear solution was diluted with EtOAc (140 mL). The mixture was poured into water (300 mL) and the resulting precipitate was filtered off. The filtrate was extracted with ether (3×200 mL) and the comb... Reactants: COC1=C(C=CC(=C1)OC)C1=NN(C2=C(C=CC=C12)F)CC(C)C (3-(2,4-dimethoxyphenyl)-7-fluoro-1-isobutyl-1H-indazole), B(Br)(Br)Br (boron tribromide), C1=CCCCC1 (cyclohexene). Product: FC=1C=CC=C2C(=NN(C12)CC(C)C)C1=C(C=C(C=C1)O)O (4-(7-fluoro-1-isobutyl-1H-indazole-3-yl)benzene-1,3-diol). Isolated yield 56.6%. RXN SMILES: C[O:2][C:3]1[CH:8]=[C:7]([O:9]C)[CH:6]=[CH:5][C:4]=1[C:11]1[C:19]2[C:14](=[C:15]([F:20])[CH:16]=[CH:17][CH:18]=2)[N:13]([CH2:21][CH:22]([CH3:24])[CH3:23])[N:12]=1.B(Br)(Br)Br.C1CCCCC=1>>[F:20][C:15]1[CH:16]=[CH:17][CH:18]=[C:19]2[C:14]=1[N:13]([CH2:21][CH:22]([CH3:24])[CH3:23])[N:12]=[C:11]2[C:4]1[CH:5]=[CH:6][C:7]([OH:9])=[CH:8][C:3]=1[OH:2]. Procedure: Prepared according to Method D step C from 3-(2,4-dimethoxyphenyl)-7-fluoro-1-isobutyl-1H-indazole (0.177 g, 0.5 mmol), boron tribromide (0.275 mL, 2.90 mmol) and 1.0 mL of cyclohexene to give the product (0.085 g) as a white solid. The reactants are FC1=CC=C(C=C1)N1N=CC2=CC(=CC=C12)O[C@H]([C@@H](C)N)C1=CC=CC=C1 ((1S,2R)-1-{[1-(4-fluorophenyl)-1H-indazol-5-yl]oxy}-1-phenylpropan-2-amine), FC(C(=O)Cl)F (difluoroacetyl chloride). Product: FC(C(=O)N[C@H]([C@@H](C1=CC=CC=C1)OC=1C=C2C=NN(C2=CC1)C1=CC=C(C=C1)F)C)F (2,2-Difluoro-N-[(1R,2S)-1-[1-(4-fluorophenyl)indazol-5-yl]oxy-1-phenyl-propan-2-yl]acetamide). As a reaction SMILES: [F:1][C:2]1[CH:7]=[CH:6][C:5]([N:8]2[C:16]3[C:11](=[CH:12][C:13]([O:17][C@@H:18]([C:22]4[CH:27]=[CH:26][CH:25]=[CH:24][CH:23]=4)[C@H:19]([NH2:21])[CH3:20])=[CH:14][CH:15]=3)[CH:10]=[N:9]2)=[CH:4][CH:3]=1.[F:28][CH:29]([F:33])[C:30](Cl)=[O:31]>>[F:28][CH:29]([F:33])[C:30]([NH:21][C@@H:19]([CH3:20])[C@H:18]([O:17][C:13]1[CH:12]=[C:11]2[C:16](=[CH:15][CH:14]=1)[N:8]([C:5]1[CH:4]=[CH:3][C:2]([F:1])=[CH:7][CH:6]=1)[N:9]=[CH:10]2)[C:22]1[CH:23]=[CH:24][CH:25]=[CH:26][CH:27]=1)=[O:31]. Procedure details: Prepared as described in Example 1 using (1S,2R)-1-{[1-(4-fluorophenyl)-1H-indazol-5-yl]oxy}-1-phenylpropan-2-amine (1a, 18 mg, 50 μmol) and difluoroacetyl chloride (23 mg, 150 μmol). Yield 21 mg (95%).